Task: describe an organic reaction: reactants, conditions, products, and yield. Dataset: the Open Reaction Database (ORD), a public repository of structured organic reaction records The reactants are CO (MeOH), C1(CCCCC1)CCCCNC(=O)C(=C)NC(=O)C1=CC=C(C=C1)\C(=C/CCCCC(=O)O)\C=1C=NC=CC1 ((E)-7-[4-[[[1-[[(4-cyclohexylbutyl)amino]carbonyl]-eth-1-enyl]amino]carbonyl]phenyl]-7-(3-pyridyl)-hept-6-enoic acid), [Br-].C(=O)(O)CCCCC[P+](C1=CC=CC=C1)(C1=CC=CC=C1)C1=CC=CC=C1 ((5-carboxypentyl)triphenylphosphonium bromide), CC(C)(C)[O-].[K+] (t-BuOK), (4S)-4,5-dihydro-2-[4-(3-pyridyl-carbonyl)phenyl]oxazole 4-[N-(4-cyclohexylbutyl)]-L-serinamide. The solvent is C1CCOC1 (THF). Yields the product AcOH-, C1(CCCCC1)CCCCNC(=O)[C@H]1N=C(OC1)C1=CC=C(C=C1)\C(=C/CCCCC(=O)O)\C=1C=NC=CC1 ((4S)-(E)-7-[4-[4-[[(4-Cyclohexylbutyl)amino]carbonyl]-4,5-dihydro-2-oxazolyl]phenyl]-7-(3-pyridyl)hept-6-enoic Acid). Yield: 38.0%. As a reaction SMILES: [Br-].C(CCCCC[P+](C1C=CC=CC=1)(C1C=CC=CC=1)C1C=CC=CC=1)(O)=O.CC([O-])(C)C.[K+].CO.[CH:37]1([CH2:43][CH2:44][CH2:45][CH2:46][NH:47][C:48]([C:50]([NH:52][C:53]([C:55]2[CH:60]=[CH:59][C:58](/[C:61](/[C:70]3[CH:71]=[N:72][CH:73]=[CH:74][CH:75]=3)=[CH:62]\[CH2:63][CH2:64][CH2:65][CH2:66][C:67]([OH:69])=[O:68])=[CH:57][CH:56]=2)=[O:54])=[CH2:51])=[O:49])[CH2:42][CH2:41][CH2:40][CH2:39][CH2:38]1>C1COCC1>[CH:37]1([CH2:43][CH2:44][CH2:45][CH2:46][NH:47][C:48]([C@@H:50]2[CH2:51][O:54][C:53]([C:55]3[CH:56]=[CH:57][C:58](/[C:61](/[C:70]4[CH:71]=[N:72][CH:73]=[CH:74][CH:75]=4)=[CH:62]\[CH2:63][CH2:64][CH2:65][CH2:66][C:67]([OH:69])=[O:68])=[CH:59][CH:60]=3)=[N:52]2)=[O:49])[CH2:42][CH2:41][CH2:40][CH2:39][CH2:38]1 |f:0.1,2.3|. Procedure: Using the method described above at Example 18-G, 1.472 g (3.4 mmol) of (4S)-4,5-dihydro-2-[4-(3-pyridyl-carbonyl)phenyl]oxazole-4-[N-(4-cyclohexylbutyl)]-L-serinamide was treated with 3.08 g (6.8 mmol) of (5-carboxypentyl)triphenylphosphonium bromide and 13.6 mL (13.6 mmol) of 1.0 M t-BuOK in 10.0 mL of THF at 0° C. for 2.5 hr. Preparative HPLC with MeOH--AcOH--CH2Cl2 (3:0.5:96.5) yielded ~700 mg (38%) of the title product and ~670 mg (37%) of the β-elimination Wittig product (less polar materi... Starting materials: CC(C)(C)OC(=O)N1CC(C(=O)O)CC(C(=O)O)C1, CC(=O)OC(C)=O. The product is CC(C)(C)OC(=O)N1CC2CC(C1)C(=O)OC2=O. Reaction SMILES: [C:1]([CH3:2])([CH3:3])([CH3:4])[O:5][C:6](=[O:7])[N:8]1[CH2:9][CH:10]([C:17](=[O:18])[OH:19])[CH2:11][CH:12]([C:14](=[O:15])[OH:16])[CH2:13]1.[CH3:20][C:21]([O:22][C:23](=[O:24])[CH3:25])=[O:26]>>[C:1]([CH3:2])([CH3:3])([CH3:4])[O:5][C:6](=[O:7])[N:8]1[CH2:9][CH:10]2[CH2:11][CH:12]([CH2:13]1)[C:14](=[O:16])[O:19][C:17]2=[O:18]. Starting materials: FC(C(=O)OCC)(F)F (ethyl trifluoroacetate), ClC1=C(C(=C(C(=C1)I)F)Cl)F (1,3-Dichloro-2,4-difluoro-5-iodobenzene), solution, C(C)(C)[Mg]Cl (isopropylmagnesium chloride). The yield is 69.2%. As a reaction SMILES: [Cl:1][C:2]1[CH:7]=[C:6](I)[C:5]([F:9])=[C:4]([Cl:10])[C:3]=1[F:11].C([Mg]Cl)(C)C.[F:17][C:18]([F:25])([F:24])[C:19](OCC)=[O:20]>O1CCCC1.COC(C)(C)C>[Cl:10][C:4]1[C:5]([F:9])=[C:6]([C:19](=[O:20])[C:18]([F:25])([F:24])[F:17])[CH:7]=[C:2]([Cl:1])[C:3]=1[F:11]. The product is ClC=1C(=C(C=C(C1F)Cl)C(C(F)(F)F)=O)F (1-(3,5-dichloro-2,4-difluorophenyl)-2,2,2-trifluoroethanone). The solvent is COC(C)(C)C (t-butyl methyl ether), O1CCCC1 (tetrahydrofuran), O1CCCC1 (tetrahydrofuran), O1CCCC1 (tetrahydrofuran). Run at time 1 hour. Procedure details: 1,3-Dichloro-2,4-difluoro-5-iodobenzene (4.0 g) was dissolved in tetrahydrofuran and cooled to −10 degree. A 2.0 M solution of isopropylmagnesium chloride in tetrahydrofuran (10 ml) was added dropwise via a dropping funnel. The reaction mixture was stirred for 1 hour at same temperature. A solution of ethyl trifluoroacetate (2.76 g) in tetrahydrofuran (6 ml) was added dropwise and the reaction mixture was allowed to warm to ambient temperature. The reaction mixture was diluted with t-butyl methy... The reactants are CC1=NC=2C=CC3=C(C2C(N1)=O)C=C(C=C3)COC3=CC=C(C(=O)N[C@@H](CCC(=O)OCC)C(=O)OCC)C=C3 (Diethyl N-(4-((1,2-dihydro-3-methyl-1-oxobenzo[f]quinazolin-9-yl)methoxy)benzoyl)-L-glutamate), [OH-].[Na+] (NaOH), Cl (HCl). Solvent: C(C)O (ethanol), C(C)O (ethanol). Reaction conditions: time 3 hour. Product: CC1=NC=2C=CC3=C(C2C(N1)=O)C=C(C=C3)COC3=CC=C(C(=O)N[C@@H](CCC(=O)O)C(=O)O)C=C3 (N-(4-((1,2-dihydro-3-methyl-1-oxobenzo[f]quinazolin-9-yl)methoxy)benzoyl)-L-glutamic acid). The yield is 97.8%. RXN SMILES: [CH3:1][C:2]1[NH:11][C:10](=[O:12])[C:9]2[C:8]3[CH:13]=[C:14]([CH2:17][O:18][C:19]4[CH:40]=[CH:39][C:22]([C:23]([NH:25][C@H:26]([C:34]([O:36]CC)=[O:35])[CH2:27][CH2:28][C:29]([O:31]CC)=[O:30])=[O:24])=[CH:21][CH:20]=4)[CH:15]=[CH:16][C:7]=3[CH:6]=[CH:5][C:4]=2[N:3]=1.[OH-].[Na+].Cl>C(O)C>[CH3:1][C:2]1[NH:11][C:10](=[O:12])[C:9]2[C:8]3[CH:13]=[C:14]([CH2:17][O:18][C:19]4[CH:40]=[CH:39][C:22]([C:23]([NH:25][C@H:26]([C:34]([OH:36])=[O:35])[CH2:27][CH2:28][C:29]([OH:31])=[O:30])=[O:24])=[CH:21][CH:20]=4)[CH:15]=[CH:16][C:7]=3[CH:6]=[CH:5][C:4]=2[N:3]=1 |f:1.2|. Reported procedure: Diethyl N-(4-((1,2-dihydro-3-methyl-1-oxobenzo[f]quinazolin-9-yl)methoxy)benzoyl)-L-glutamate (0.18 g, 0.33 mmol) was suspended in ethanol (2 ml) and 0.25 N NaOH (8 ml) and stirred 1.5 hours at room temperature with intermittent periods of sonication. Additional ethanol (4 ml) and warming were required to obtain a homogeneous solution. The solution was stirred 3 hours at room temperature and then adjusted to pH 3 with 1 N HCl. The resulting suspension was filtered, and the white solid washed wit... Reactants: CS(=O)(=O)Nc1cc(OCC(O)CN)ccc1O, O=C1CCN(c2ccc(C=C3SC(N4CCCCC4)=NC3=O)cc2)CC1. Yields the product CS(=O)(=O)Nc1cc(OCC(O)CNC2CCN(c3ccc(C=C4SC(N5CCCCC5)=NC4=O)cc3)CC2)ccc1O. RXN SMILES: [NH2:27][CH2:28][CH:29]([CH2:30][O:31][c:32]1[cH:33][cH:34][c:35]([OH:43])[c:36]([NH:38][S:39](=[O:40])(=[O:41])[CH3:42])[cH:37]1)[OH:44].[O:1]=[C:2]1[N:3]=[C:4]([N:21]2[CH2:22][CH2:23][CH2:24][CH2:25][CH2:26]2)[S:5][C:6]1=[CH:7][c:8]1[cH:9][cH:10][c:11]([N:14]2[CH2:15][CH2:16][C:17](=[O:20])[CH2:18][CH2:19]2)[cH:12][cH:13]1>>[O:1]=[C:2]1[N:3]=[C:4]([N:21]2[CH2:22][CH2:23][CH2:24][CH2:25][CH2:26]2)[S:5][C:6]1=[CH:7][c:8]1[cH:9][cH:10][c:11]([N:14]2[CH2:15][CH2:16][CH:17]([NH:27][CH2:28][CH:29]([CH2:30][O:31][c:32]3[cH:33][cH:34][c:35]([OH:43])[c:36]([NH:38][S:39](=[O:40])(=[O:41])[CH3:42])[cH:37]3)[OH:44])[CH2:18][CH2:19]2)[cH:12][cH:13]1. Starting materials: O=C([O-])[O-], CN(C)C=O, O=C(Nc1cc(Cl)ccc1O)N1CCC(O)C1, [Cs+], [Cs+], O=[N+]([O-])c1cccc(S(=O)(=O)OCC2CO2)c1. Yields the product O=C(Nc1cc(Cl)ccc1OCC1CO1)N1CCC(O)C1. RXN SMILES: [C:35](=[O:36])([O-:37])[O-:38].[CH3:41][N:42]([CH3:43])[CH:44]=[O:45].[Cl:1][c:2]1[cH:3][cH:4][c:5]([OH:17])[c:6]([NH:8][C:9](=[O:10])[N:11]2[CH2:12][CH:13]([OH:16])[CH2:14][CH2:15]2)[cH:7]1.[Cs+:39].[Cs+:40].[N+:18]([c:19]1[cH:20][c:21]([S:22]([O:23][CH2:31][CH:32]2[O:33][CH2:34]2)(=[O:24])=[O:25])[cH:26][cH:27][cH:28]1)([O-:29])=[O:30]>>[Cl:1][c:2]1[cH:3][cH:4][c:5]([O:17][CH2:31][CH:32]2[O:33][CH2:34]2)[c:6]([NH:8][C:9](=[O:10])[N:11]2[CH2:12][CH:13]([OH:16])[CH2:14][CH2:15]2)[cH:7]1. The reactants are C(C)(C)(C)OC(=O)N[C@H]([C@@H](/C=C/C(=O)OC)OS(=O)(=O)C)CC1=CC=CC=C1 (trans-(4R,5S)-Methyl 5-(t-Butyloxycarbonylamino)-4-(methanesulfonyloxy)-6-phenyl-2-hexenoate), C(C)(C)(C)OC(=O)N[C@H]([C@H](/C=C/C(=O)OC)OS(=O)(=O)C)CC1=CC=CC=C1 (trans-(4S,5S)-Methyl 5-(t-Butyloxycarbonylamino)-4-(methanesulfonyloxy)-6-phenyl-2-hexenoate), CCCCCC (hexane). Solvent: C(C)(=O)OCC (ethyl acetate). Yields the product C(C1=CC=CC=C1)[C@H](C(=O)OC)\C=C\[C@H](CC1=CC=CC=C1)NC(=O)OC(C)(C)C (trans-(2S,5S)-Methyl 2-Benzyl-5-(t-butyloxycarbonylamino)-6-phenyl-3-hexenoate). Isolated yield 90.0%. As a reaction SMILES: [C:1]([O:5][C:6]([NH:8][C@@H:9]([CH2:22][C:23]1[CH:28]=[CH:27][CH:26]=[CH:25][CH:24]=1)[C@H:10](OS(C)(=O)=O)/[CH:11]=[CH:12]/[C:13]([O:15][CH3:16])=[O:14])=[O:7])([CH3:4])([CH3:3])[CH3:2].C(OC(N[C@@H]([CH2:50][C:51]1[CH:56]=[CH:55][CH:54]=[CH:53][CH:52]=1)[C@@H](OS(C)(=O)=O)/C=C/C(OC)=O)=O)(C)(C)C.CCCCCC>C(OCC)(=O)C>[CH2:50]([C@@H:12](/[CH:11]=[CH:10]/[C@@H:9]([NH:8][C:6]([O:5][C:1]([CH3:4])([CH3:3])[CH3:2])=[O:7])[CH2:22][C:23]1[CH:28]=[CH:27][CH:26]=[CH:25][CH:24]=1)[C:13]([O:15][CH3:16])=[O:14])[C:51]1[CH:56]=[CH:55][CH:54]=[CH:53][CH:52]=1. Reported procedure: Using the procedure of Example 8 but replacing the resultant compound of Example 7 with the resultant compound of Example 14 provided, after silica gel chromatography using 6:1 hexane:ethyl acetate, the desired compound (m.p. 84°-85° C., R 0.73, 2:1 hexane:ethyl acetate) in 90% yield. 1H NMR (CDCl3) 1.41 s, 9 H), 2.7-2.8 (m, 3 H), 3.01 (dd, J=14, 8 Hz, 1 H), 3.26 (q, J=7 Hz, 1 H), 3.61 (s, 3 H), 4.37 (m, 2 H), 5.42 (br d, 1 H), 5.56 (dd, J=15, 8 Hz, 1 H), 7.03-7.12 (m, 4 H), 7.2-7.3 (m, 6 H).